This data is from the Open Reaction Database (ORD), a public repository of structured organic reaction records. The task is: describe an organic reaction: reactants, conditions, products, and yield Starting materials: FC1=CC(=C(C=C1)CCN(C)CC(=O)O)[N+](=O)[O-] ({[2-(4-Fluoro-2-nitro-phenyl)-ethyl]-methyl-amino}-acetic acid), C1(CCCCC1)N=C=NC1CCCCC1 (1,3-dicyclohexylcarbodiimide), [H][H] (hydrogen). The reagents and catalysts are [Pt] (platinum). Run in CO (methanol). Reaction conditions: temperature 0 celsius, time 48 hour. Yields the product FC=1C=CC2=C(NC(CN(CC2)C)=O)C1 (9-Fluoro-4-methyl-3,4,5,6-tetrahydro-1H-benzo[e][1,4]diazocin-2-one). As a reaction SMILES: [F:1][C:2]1[CH:7]=[CH:6][C:5]([CH2:8][CH2:9][N:10]([CH2:12][C:13](O)=[O:14])[CH3:11])=[C:4]([N+:16]([O-])=O)[CH:3]=1.[H][H].C1(N=C=NC2CCCCC2)CCCCC1>CO.[Pt]>[F:1][C:2]1[CH:7]=[CH:6][C:5]2[CH2:8][CH2:9][N:10]([CH3:11])[CH2:12][C:13](=[O:14])[NH:16][C:4]=2[CH:3]=1. Reported procedure: {[2-(4-Fluoro-2-nitro-phenyl)-ethyl]-methyl-amino}-acetic acid (10.0 g, approximately 0.044 mole, not quite pure) in methanol (250 mL) containing platinum on sulfided carbon (5 wt. %, 1.2 g) was hydrogenated at room temperature and a hydrogen pressure of 50 psi overnight. The catalyst was removed by filtration through Celite and the filtrate was evaporated to dryness in vacuo. The residue was dissolved in pyridine (1.5 L) and the solution was cooled to 0° C., and 1,3-dicyclohexylcarbodiimide (20... Reactants: COC(=O)C1CC(C)N(C(=O)c2ccc(C(F)(F)F)cc2)c2ccccc21, CO, Cl, [Li+], C1CCOC1, [OH-], O. Yields the product CC1CC(C(=O)O)c2ccccc2N1C(=O)c1ccc(C(F)(F)F)cc1. RXN SMILES: [CH3:1][O:2][C:3](=[O:4])[CH:5]1[CH2:6][CH:7]([CH3:27])[N:8]([C:15]([c:16]2[cH:17][cH:18][c:19]([C:22]([F:23])([F:24])[F:25])[cH:20][cH:21]2)=[O:26])[c:9]2[cH:10][cH:11][cH:12][cH:13][c:14]21.[CH3:30][OH:31].[ClH:32].[Li+:28].[O:33]1[CH2:34][CH2:35][CH2:36][CH2:37]1.[OH-:29].[OH2:38]>>[O:2]=[C:3]([OH:4])[CH:5]1[CH2:6][CH:7]([CH3:27])[N:8]([C:15]([c:16]2[cH:17][cH:18][c:19]([C:22]([F:23])([F:24])[F:25])[cH:20][cH:21]2)=[O:26])[c:9]2[cH:10][cH:11][cH:12][cH:13][c:14]21. The reactants are COC(=O)C(Cc1ccccc1)NC(=O)C(Cc1ccc(O)cc1)NC(=O)C(CSC(c1ccccc1)(c1ccccc1)c1ccccc1)NC(c1ccccc1)(c1ccccc1)c1ccccc1, CC(=O)O, O. Yields the product COC(=O)C(Cc1ccccc1)NC(=O)C(Cc1ccc(O)cc1)NC(=O)C(N)CSC(c1ccccc1)(c1ccccc1)c1ccccc1. As a reaction SMILES: [CH3:1][O:2][C:3]([CH:4]([NH:5][C:6]([CH:7]([NH:8][C:9]([CH:10]([NH:11][C:12]([c:13]1[cH:14][cH:15][cH:16][cH:17][cH:18]1)([c:19]1[cH:20][cH:21][cH:22][cH:23][cH:24]1)[c:25]1[cH:26][cH:27][cH:28][cH:29][cH:30]1)[CH2:31][S:32][C:33]([c:34]1[cH:35][cH:36][cH:37][cH:38][cH:39]1)([c:40]1[cH:41][cH:42][cH:43][cH:44][cH:45]1)[c:46]1[cH:47][cH:48][cH:49][cH:50][cH:51]1)=[O:52])[CH2:53][c:54]1[cH:55][cH:56][c:57]([OH:60])[cH:58][cH:59]1)=[O:61])[CH2:62][c:63]1[cH:64][cH:65][cH:66][cH:67][cH:68]1)=[O:69].[CH3:70][C:71](=[O:72])[OH:73].[OH2:74]>>[CH3:1][O:2][C:3]([CH:4]([NH:5][C:6]([CH:7]([NH:8][C:9]([CH:10]([NH2:11])[CH2:31][S:32][C:33]([c:34]1[cH:35][cH:36][cH:37][cH:38][cH:39]1)([c:40]1[cH:41][cH:42][cH:43][cH:44][cH:45]1)[c:46]1[cH:47][cH:48][cH:49][cH:50][cH:51]1)=[O:52])[CH2:53][c:54]1[cH:55][cH:56][c:57]([OH:60])[cH:58][cH:59]1)=[O:61])[CH2:62][c:63]1[cH:64][cH:65][cH:66][cH:67][cH:68]1)=[O:69]. Starting materials: CS(=O)(=O)O, CC(C)O, CC(C)(C)c1nc(-c2cccc(NS(=O)(=O)c3c(F)cccc3F)c2F)c(-c2ccnc(N)n2)s1. Yields the product CS(=O)(=O)O, CC(C)(C)c1nc(-c2cccc(NS(=O)(=O)c3c(F)cccc3F)c2F)c(-c2ccnc(N)n2)s1. RXN SMILES: [CH3:36][S:37]([OH:38])(=[O:39])=[O:40].[CH:41]([OH:42])([CH3:43])[CH3:44].[NH2:1][c:2]1[n:3][cH:4][cH:5][c:6](-[c:8]2[c:9](-[c:17]3[c:18]([F:35])[c:19]([NH:23][S:24](=[O:25])(=[O:26])[c:27]4[c:28]([F:34])[cH:29][cH:30][cH:31][c:32]4[F:33])[cH:20][cH:21][cH:22]3)[n:10][c:11]([C:13]([CH3:14])([CH3:15])[CH3:16])[s:12]2)[n:7]1>>[CH3:36][S:37](=[O:38])(=[O:39])[OH:40].[NH2:1][c:2]1[n:3][cH:4][cH:5][c:6](-[c:8]2[c:9](-[c:17]3[c:18]([F:35])[c:19]([NH:23][S:24](=[O:25])(=[O:26])[c:27]4[c:28]([F:34])[cH:29][cH:30][cH:31][c:32]4[F:33])[cH:20][cH:21][cH:22]3)[n:10][c:11]([C:13]([CH3:14])([CH3:15])[CH3:16])[s:12]2)[n:7]1. Starting materials: C1(=CC=CC=C1)CCS(=O)(=O)N1[C@H](C(=O)N[C@@H](CC2=CC=CC=C2)C(=O)OC(C)(C)C)CCC1 (PhCH2CH2SO2-Pro-Phe-OtBu). Product: C1(=CC=CC=C1)C(C)S(=O)(=O)N1[C@H](C(=O)N[C@@H](CC2=CC=CC=C2)C(=O)O)CCC1 (N-(1-Phenylethanesulfonyl)-L-prolyl-L-phenylalanine). RXN SMILES: C1([CH2:7][CH2:8][S:9]([N:12]2[CH2:34][CH2:33][CH2:32][C@H:13]2[C:14]([NH:16][C@H:17]([C:25]([O:27]C(C)(C)C)=[O:26])[CH2:18][C:19]2[CH:24]=[CH:23][CH:22]=[CH:21][CH:20]=2)=[O:15])(=[O:11])=[O:10])C=CC=CC=1>C(O)=O>[C:19]1([CH:8]([S:9]([N:12]2[CH2:34][CH2:33][CH2:32][C@H:13]2[C:14]([NH:16][C@H:17]([C:25]([OH:27])=[O:26])[CH2:18][C:19]2[CH:24]=[CH:23][CH:22]=[CH:21][CH:20]=2)=[O:15])(=[O:10])=[O:11])[CH3:7])[CH:24]=[CH:23][CH:22]=[CH:21][CH:20]=1. Solvent: C(=O)O (HCO2H). Procedure: PhCH2CH2SH was treated with Cl2 in a rapidly stirred mixture of CHCl3 and H2O, and then the CHCl3 layer was washed with 5% NaHSO3 and sat. NaCl, dried with MgSO4, filtered, and concentrated to give PhCH2CH2SO2Cl. This product was treated with Pro-OtBu and Et3N in CH2Cl2 to give, after aqueous workup, PhCH2CH2SO2-Pro-OtBu. This product was treated with HCO2H, and the mixture was evaporated to give PhCH2CH2SO2-Pro-OH. This product was treated with HCl.Phe-OtBu, EDAC, HOBT, and Et3N in CH2Cl2 to gi... The reactants are COC1=C(C=CC(=C1)B1OC(C(O1)(C)C)(C)C)C1=CC=C(N=N1)N(C1CC(NC(C1)(C)C)(C)C)C (6-(2-methoxy-4-(4,4,5,5-tetramethyl-1,3,2-dioxaborolan-2-yl)phenyl)-N-methyl-N-(2,2,6,6-tetramethylpiperidin-4-yl)pyridazin-3-amine), COC1=C(C=CC(=C1)B1OC(C(O1)(C)C)(C)C)C1=CC=C(N=N1)N(C1CC(NC(C1)(C)C)(C)C)C (6-(2-methoxy-4-(4,4,5,5-tetramethyl-1,3,2-dioxaborolan-2-yl)phenyl)-N-methyl-N-(2,2,6,6-tetramethylpiperidin-4-yl)pyridazin-3-amine), BrC1=CN=C2N1CCNC2 (3-bromo-5,6,7,8-tetrahydroimidazo[1,2-a]pyrazine), C(=O)([O-])[O-].[Na+].[Na+] (Na2CO3), COCCOC (DME). The reagents and catalysts are Cl[Pd]([P](C1=CC=CC=C1)(C2=CC=CC=C2)C3=CC=CC=C3)([P](C4=CC=CC=C4)(C5=CC=CC=C5)C6=CC=CC=C6)Cl (Pd(PPh3)2Cl2). The solvent is CCO (EtOH), O (H2O). Run at temperature 150 celsius. Yields the product N=1C=C(N2C1C=NC=C2)C2=CC(=C(C=C2)C2=CC=C(N=N2)N(C2CC(NC(C2)(C)C)(C)C)C)OC (6-(4-(imidazo[1,2-a]pyrazin-3-yl)-2-methoxyphenyl)-N-methyl-N-(2,2,6,6-tetramethylpiperidin-4-yl)pyridazin-3-amine). Isolated yield 103.9%. As a reaction SMILES: [CH3:1][O:2][C:3]1[CH:8]=[C:7](B2OC(C)(C)C(C)(C)O2)[CH:6]=[CH:5][C:4]=1[C:18]1[N:23]=[N:22][C:21]([N:24]([CH3:35])[CH:25]2[CH2:30][C:29]([CH3:32])([CH3:31])[NH:28][C:27]([CH3:34])([CH3:33])[CH2:26]2)=[CH:20][CH:19]=1.Br[C:37]1[N:41]2[CH2:42][CH2:43][NH:44][CH2:45][C:40]2=[N:39][CH:38]=1.C([O-])([O-])=O.[Na+].[Na+].COCCOC>Cl[Pd](Cl)([P](C1C=CC=CC=1)(C1C=CC=CC=1)C1C=CC=CC=1)[P](C1C=CC=CC=1)(C1C=CC=CC=1)C1C=CC=CC=1.O.CCO>[N:39]1[CH:38]=[C:37]([C:7]2[CH:6]=[CH:5][C:4]([C:18]3[N:23]=[N:22][C:21]([N:24]([CH3:35])[CH:25]4[CH2:30][C:29]([CH3:32])([CH3:31])[NH:28][C:27]([CH3:33])([CH3:34])[CH2:26]4)=[CH:20][CH:19]=3)=[C:3]([O:2][CH3:1])[CH:8]=2)[N:41]2[CH:42]=[CH:43][N:44]=[CH:45][C:40]=12 |f:2.3.4,^1:60,79|. Reported procedure: To a microwave vial was added 6-(2-methoxy-4-(4,4,5,5-tetramethyl-1,3,2-dioxaborolan-2-yl)phenyl)-N-methyl-N-(2,2,6,6-tetramethylpiperidin-4-yl)pyridazin-3-amine (Intermediate 9-3, 50 mg, 0.1 mmol), 3-bromo-5,6,7,8-tetrahydroimidazo[1,2-a]pyrazine (49.6 mg, 0.21 mmol), Na2CO3 (44 mg, 0.42 mmol), and Pd(PPh3)2Cl2 (7 mg, 0.01 mmol), followed by DME (1 mL)/EtOH 0.25 mL)/(H2O (0.25 mL). The vial was purged with N2 for 10 minutes and the reaction mixture was heated at 150° C. in a microwave reactor f... Reactants: C(C)(C)(C)OC([C@H](NS(=O)(=O)C1=CC=C(C=C1)OC)C(C)C)=O (N-[(4-methoxyphenyl)sulfonyl]-D-valine tert-butyl ester), [H-].[Na+] (sodium hydride), IC (iodomethane). The solvent is CCOCC (ether), CN(C)C=O (DMF). Reaction conditions: time 15 hour. Product: C(C)(C)(C)OC(C(C(C)C)N(C)S(=O)(=O)C1=CC=C(C=C1)OC)=O (2-[(4-Methoxy-benzenesulfonyl)-methyl-amino]-3methyl-butyric acid tert-butyl ester). Yield: 95.3%. As a reaction SMILES: [C:1]([O:5][C:6](=[O:23])[C@@H:7]([CH:20]([CH3:22])[CH3:21])[NH:8][S:9]([C:12]1[CH:17]=[CH:16][C:15]([O:18][CH3:19])=[CH:14][CH:13]=1)(=[O:11])=[O:10])([CH3:4])([CH3:3])[CH3:2].[H-].[Na+].I[CH3:27]>CN(C=O)C.CCOCC>[C:1]([O:5][C:6](=[O:23])[CH:7]([N:8]([S:9]([C:12]1[CH:13]=[CH:14][C:15]([O:18][CH3:19])=[CH:16][CH:17]=1)(=[O:11])=[O:10])[CH3:27])[CH:20]([CH3:21])[CH3:22])([CH3:4])([CH3:3])[CH3:2] |f:1.2|. Procedure details: To a solution of 1.00 g (2.915 mmol) of N-[(4-methoxyphenyl)sulfonyl]-D-valine tert-butyl ester (J. Med. Chem. 1997, 40, 2525) in 10 mL of DMF was added 0.128 g (3.207 mmol) of 60% sodium hydride. After 30 minutes at room temperature 0.45 mL (7.289 mmol) of iodomethane was added and the reaction was stirred for 15 h. The reaction mixture was then diluted with ether and washed with water. The organic layer was dried over MgSO4, filtered and concentrated in vacuo. The residue was chromatographed o... The reactants are O=C([O-])[O-], C=CCBr, CC(C)=O, O=C(Cn1nc(C(F)F)cc1C(F)F)N1CCC(c2nc(C3=NOC(c4ccccc4O)C3)cs2)CC1, [K+], [K+], O. Yields the product C=CCOc1ccccc1C1CC(c2csc(C3CCN(C(=O)Cn4nc(C(F)F)cc4C(F)F)CC3)n2)=NO1. Reaction SMILES: [C:38](=[O:39])([O-:40])[O-:41].[CH2:44]([CH:45]=[CH2:46])[Br:47].[CH3:49][C:50](=[O:51])[CH3:52].[F:1][CH:2]([c:3]1[n:4][n:5]([CH2:11][C:12](=[O:13])[N:14]2[CH2:15][CH2:16][CH:17]([c:20]3[s:21][cH:22][c:23]([C:25]4=[N:26][O:27][CH:28]([c:30]5[c:31]([OH:36])[cH:32][cH:33][cH:34][cH:35]5)[CH2:29]4)[n:24]3)[CH2:18][CH2:19]2)[c:6]([CH:8]([F:9])[F:10])[cH:7]1)[F:37].[K+:42].[K+:43].[OH2:48]>>[F:1][CH:2]([c:3]1[n:4][n:5]([CH2:11][C:12](=[O:13])[N:14]2[CH2:15][CH2:16][CH:17]([c:20]3[s:21][cH:22][c:23]([C:25]4=[N:26][O:27][CH:28]([c:30]5[c:31]([O:36][CH2:46][CH:45]=[CH2:44])[cH:32][cH:33][cH:34][cH:35]5)[CH2:29]4)[n:24]3)[CH2:18][CH2:19]2)[c:6]([CH:8]([F:9])[F:10])[cH:7]1)[F:37]. Reactants: C(C)(C)(C)OC(N(CC1=CC(=C(C=C1)C1=CC=C(C=C1)[N+](=O)[O-])C)CCC(C)C)=O ((3-Methyl-butyl)-(2-methyl-4′-nitro-biphenyl-4-ylmethyl)-carbamic acid tert-butyl ester), [H][H] (hydrogen), [H][H] (hydrogen). The reagents and catalysts are [Pd] (palladium on carbon). Solvent: CO (methanol). Product: C(C)(C)(C)OC(N(CCC(C)C)CC1=CC(=C(C=C1)C1=CC=C(C=C1)N)C)=O ((4′-Amino-2-methyl-biphenyl-4-ylmethyl)-(3-methyl-butyl)-carbamic acid tert-butyl ester). RXN SMILES: [C:1]([O:5][C:6](=[O:30])[N:7]([CH2:25][CH2:26][CH:27]([CH3:29])[CH3:28])[CH2:8][C:9]1[CH:14]=[CH:13][C:12]([C:15]2[CH:20]=[CH:19][C:18]([N+:21]([O-])=O)=[CH:17][CH:16]=2)=[C:11]([CH3:24])[CH:10]=1)([CH3:4])([CH3:3])[CH3:2].[H][H]>CO.[Pd]>[C:1]([O:5][C:6](=[O:30])[N:7]([CH2:8][C:9]1[CH:14]=[CH:13][C:12]([C:15]2[CH:20]=[CH:19][C:18]([NH2:21])=[CH:17][CH:16]=2)=[C:11]([CH3:24])[CH:10]=1)[CH2:25][CH2:26][CH:27]([CH3:29])[CH3:28])([CH3:2])([CH3:3])[CH3:4]. Procedure details: (3-Methyl-butyl)-(2-methyl-4′-nitro-biphenyl-4-ylmethyl)-carbamic acid tert-butyl ester (I-9a: 0.150 mg, 0.364 mmol) in methanol (12.1 ml) was hydrogenated employing an H-cube apparatus (atmospheric pressure, flow rate=1 mL/min, hydrogen level=full hydrogen, temperature=35° C.). The reaction mixture was allowed to proceed through a palladium on carbon cartridge and the contents collected and concentrated under reduced pressure. The resulting title compound (I-8b) was carried on to the next react... Reactants: C(C)OC1=CC=C(C=O)C=C1 (4-ethoxybenzaldehyde), CC(=O)C1=CC(=CC(=C1)OC)OC (3,5-dimethoxyacetophenone), [OH-].[Na+] (sodium hydroxide). Run at time 2 hour. Yield: 54.3%. As a reaction SMILES: [CH2:1]([O:3][C:4]1[CH:11]=[CH:10][C:7]([CH:8]=O)=[CH:6][CH:5]=1)[CH3:2].[CH3:12][C:13]([C:15]1[CH:20]=[C:19]([O:21][CH3:22])[CH:18]=[C:17]([O:23][CH3:24])[CH:16]=1)=[O:14].[OH-].[Na+]>CO>[CH2:1]([O:3][C:4]1[CH:11]=[CH:10][C:7](/[CH:8]=[CH:12]/[C:13]([C:15]2[CH:16]=[C:17]([O:23][CH3:24])[CH:18]=[C:19]([O:21][CH3:22])[CH:20]=2)=[O:14])=[CH:6][CH:5]=1)[CH3:2] |f:2.3|. Solvent: CO (methanol). Procedure: To a stirred solution of 4-ethoxybenzaldehyde (1.0 g, 6.6 mmol) and 3,5-dimethoxyacetophenone (1.19 g, 6.6 mmol) in methanol (10 ml) was added 50% w/v of aqueous sodium hydroxide (5.3 ml, 0.06 mol). The reaction mixture was stirred for 2 h at room temperature and then extracted with ethyl acetate (3×20 ml). The combined organic layers were dried over magnesium sulphate and reduced in vacuo and the product was recrystallised from ethanol to give 1.12 g (74%) of yellow crystals. 1H-NMR (CDCl3) δ 7... Yields the product C(C)OC1=CC=C(C=C1)\C=C\C(=O)C1=CC(=CC(=C1)OC)OC ((E)-1-(4-ethoxyphenyl)-3-(3,5-dimethoxyphenyl)prop-1-en-3-one).